This data is from the Open Reaction Database (ORD), a public repository of structured organic reaction records. The task is: describe an organic reaction: reactants, conditions, products, and yield The reactants are CO (MeOH), LiOH monohydrate, C(C)(C)(C)C1=CC(=C(S1)C(=O)OC)[N+](=O)[O-] (methyl 5-tert-butyl-3-nitrothiophene-2-carboxylate), C1CCOC1 (THF), Cl (HCl). Solvent: O (water). Conditions: temperature 75 celsius. Yields the product C(C)(C)(C)C1=CC(=C(S1)C(=O)O)[N+](=O)[O-] (5-tert-butyl-3-nitrothiophene-2-carboxylic acid). The yield is 96.6%. As a reaction SMILES: [C:1]([C:5]1[S:9][C:8]([C:10]([O:12]C)=[O:11])=[C:7]([N+:14]([O-:16])=[O:15])[CH:6]=1)([CH3:4])([CH3:3])[CH3:2].C1COCC1.CO.Cl>O>[C:1]([C:5]1[S:9][C:8]([C:10]([OH:12])=[O:11])=[C:7]([N+:14]([O-:16])=[O:15])[CH:6]=1)([CH3:4])([CH3:2])[CH3:3]. Procedure: LiOH monohydrate (0.122 g, 2.90 mmol) was dissolved in 1 mL water and added to methyl 5-tert-butyl-3-nitrothiophene-2-carboxylate (0.235 g, 0.966 mmol) in 3 ml of a 3:1 mixture of THF:MeOH. The resulting mixture was heated at 75° C. for 5 hours. The reaction was cooled down to room temperature, acidified with 1N HCl, extracted with ethyl acetate, and the crude product was recrystallized from dichloromethane:hexane to afford 0.214 g of 5-tert-butyl-3-nitrothiophene-2-carboxylic acid as a yellow s... The reactants are [N+](=O)([O-])C=1C=NC(=NC1)OC1=CC=C(C2=C1C(CO2)(C)C)C (5-nitro-2-[(3,3,7-trimethyl-2,3-dihydro-1-benzofuran-4-yl)oxy]pyrimidine), [N+](=O)([O-])C=1C=NC(=NC1)OC1=CC=C(C2=C1C(CO2)(C)C)C (5-nitro-2-[(3,3,7-trimethyl-2,3-dihydro-1-benzofuran-4-yl)oxy]pyrimidine). The reagents and catalysts are [Pd] (Palladium on charcoal). Solvent: C1CCOC1 (THF). Conditions: time 1 hour. Yields the product CC1(COC2=C1C(=CC=C2C)OC2=NC=C(C=N2)N)C (2-[(3,3,7-trimethyl-2,3-dihydro-1-benzofuran-4-yl)oxy]-5-pyrimidinamine). The yield is 100.1%. RXN SMILES: [N+:1]([C:4]1[CH:5]=[N:6][C:7]([O:10][C:11]2[C:16]3[C:17]([CH3:21])([CH3:20])[CH2:18][O:19][C:15]=3[C:14]([CH3:22])=[CH:13][CH:12]=2)=[N:8][CH:9]=1)([O-])=O>C1COCC1.[Pd]>[CH3:20][C:17]1([CH3:21])[C:16]2[C:11]([O:10][C:7]3[N:6]=[CH:5][C:4]([NH2:1])=[CH:9][N:8]=3)=[CH:12][CH:13]=[C:14]([CH3:22])[C:15]=2[O:19][CH2:18]1. Procedure details: 5-nitro-2-[(3,3,7-trimethyl-2,3-dihydro-1-benzofuran-4-yl)oxy]pyrimidine (Intermediate 189, 243 mg, 0.81 mmol) was dissolved in THF (4 mL) and Palladium on charcoal (5 mol %, 85 mg) was added. The reaction mixture was stirred under hydrogen atmosphere (3 bar) for 1 hour at room temperature. The catalyst was filtered on a pad of celite, washed with THF and the resulting solution was concentrated under vacuum. The residue was diluted with ethyl acetate and water, the organic phase collected, dried... As a reaction SMILES: [B:23]([Br:24])([Br:25])[Br:26].[CH2:29]([Cl:30])[Cl:31].[NH2:1][c:2]1[n:3][c:4]2[cH:5][cH:6][c:7](-[c:14]3[c:15]([O:21][CH3:22])[cH:16][cH:17][c:18]([Cl:20])[cH:19]3)[c:8]([Cl:13])[c:9]2[c:10]([NH2:12])[n:11]1.[NH4+:27].[OH-:28]>>[NH2:1][c:2]1[n:3][c:4]2[cH:5][cH:6][c:7](-[c:14]3[c:15]([OH:21])[cH:16][cH:17][c:18]([Cl:20])[cH:19]3)[c:8]([Cl:13])[c:9]2[c:10]([NH2:12])[n:11]1. Yields the product Nc1nc(N)c2c(Cl)c(-c3cc(Cl)ccc3O)ccc2n1. Starting materials: BrB(Br)Br, ClCCl, COc1ccc(Cl)cc1-c1ccc2nc(N)nc(N)c2c1Cl, [NH4+], [OH-]. The reactants are N(=NC(=O)OCC)C(=O)OCC (diethyl azodicarboxylate), C1(=CC=CC=C1)P(C1=CC=CC=C1)C1=CC=CC=C1 (triphenylphosphine), C(=CC)O (propenol), N(=NC(=O)OCC)C(=O)OCC (Diethyl azodicarboxylate), OC=1C=C(C=CC1)C(CC)(OC)C=1SC=CN1 (2-[1-(3-hydroxyphenyl)-1-methoxypropyl]thiazole), C1(=CC=CC=C1)P(C1=CC=CC=C1)C1=CC=CC=C1 (triphenylphosphine), N1=CC(=CC=C1)C=CCO (3-(3-pyridyl)prop-2-en-1-ol). Run in O1CCCC1 (tetrahydrofuran). Run at time 2 hour. Yields the product N1=CC(=CC=C1)C=CCOC=1C=C(C=CC1)C(CC)(OC)C=1SC=CN1 (2-[1-[3-(3-(3-pyridyl)prop-2-en-1-yloxy)phenyl]-1-methoxypropyl]thiazole). Isolated yield 29.8%. As a reaction SMILES: N(C(OCC)=O)=NC(OCC)=O.[OH:13][C:14]1[CH:15]=[C:16]([C:20]([C:25]2[S:26][CH:27]=[CH:28][N:29]=2)([O:23][CH3:24])[CH2:21][CH3:22])[CH:17]=[CH:18][CH:19]=1.C1(P(C2C=CC=CC=2)C2C=CC=CC=2)C=CC=CC=1.[N:49]1[CH:54]=[CH:53][CH:52]=[C:51]([CH:55]=[CH:56][CH2:57]O)[CH:50]=1.C(O)=CC>O1CCCC1>[N:49]1[CH:54]=[CH:53][CH:52]=[C:51]([CH:55]=[CH:56][CH2:57][O:13][C:14]2[CH:15]=[C:16]([C:20]([C:25]3[S:26][CH:27]=[CH:28][N:29]=3)([O:23][CH3:24])[CH2:21][CH3:22])[CH:17]=[CH:18][CH:19]=2)[CH:50]=1. Reported procedure: Diethyl azodicarboxylate (0.38 ml) was added dropwise to a mixture of 2-[1-(3-hydroxyphenyl)-1-methoxypropyl]thiazole (0.37 g), triphenylphosphine (0.57 g), 3-(3-pyridyl)prop-2-en-1-ol (0.27 g) and tetrahydrofuran (7 ml) which had been cooled to 0°-5° C. in an ice-bath. The mixture was stirred at this temperature range for 2 hours and then at ambient temperature for 4 hours. Further portions of diethyl azodicarboxylate (0.1 ml), triphenylphosphine (0.14 g) and the propenol (0.045 g) were added a... Starting materials: CO, [H][H], CCCCCCCCC(=O)NCc1ccc(Oc2ccccc2[N+](=O)[O-])c(OC)c1. The product is CCCCCCCCC(=O)NCc1ccc(Oc2ccccc2N)c(OC)c1. As a reaction SMILES: [CH3:33][OH:34].[H:31][H:32].[N+:1]([O-:2])(=[O:3])[c:4]1[c:5]([O:6][c:7]2[c:8]([O:25][CH3:26])[cH:9][c:10]([CH2:13][NH:14][C:15]([CH2:16][CH2:17][CH2:18][CH2:19][CH2:20][CH2:21][CH2:22][CH3:23])=[O:24])[cH:11][cH:12]2)[cH:27][cH:28][cH:29][cH:30]1>>[NH2:1][c:4]1[c:5]([O:6][c:7]2[c:8]([O:25][CH3:26])[cH:9][c:10]([CH2:13][NH:14][C:15]([CH2:16][CH2:17][CH2:18][CH2:19][CH2:20][CH2:21][CH2:22][CH3:23])=[O:24])[cH:11][cH:12]2)[cH:27][cH:28][cH:29][cH:30]1. Starting materials: COCCn1cc(Br)sc1=NC(=O)C12CC3CC(CC(C3)C1)C2, O=C([O-])[O-], COCCOC, CCO, [Na+], [Na+], O, OB(O)c1ccc(F)cc1, Cl[Pd]Cl, c1ccc(P(c2ccccc2)c2ccccc2)cc1, c1ccc(P(c2ccccc2)c2ccccc2)cc1. Yields the product COCCn1cc(-c2ccc(F)cc2)sc1=NC(=O)C12CC3CC(CC(C3)C1)C2. Reaction SMILES: [Br:1][c:2]1[cH:3][n:4]([CH2:20][CH2:21][O:22][CH3:23])[c:5](=[N:7][C:8](=[O:9])[C:10]23[CH2:11][CH:12]4[CH2:13][CH:14]([CH2:15][CH:16]([CH2:17]2)[CH2:18]4)[CH2:19]3)[s:6]1.[C:34](=[O:35])([O-:36])[O-:37].[CH3:40][O:41][CH2:42][CH2:43][O:44][CH3:45].[CH3:47][CH2:48][OH:49].[Na+:38].[Na+:39].[OH2:46].[OH:24][B:25]([OH:26])[c:27]1[cH:28][cH:29][c:30]([F:31])[cH:32][cH:33]1.[Pd:50]([Cl:51])[Cl:52].[c:53]1([P:54]([c:55]2[cH:56][cH:57][cH:58][cH:59][cH:60]2)[c:61]2[cH:62][cH:63][cH:64][cH:65][cH:66]2)[cH:67][cH:68][cH:69][cH:70][cH:71]1.[c:72]1([P:73]([c:74]2[cH:75][cH:76][cH:77][cH:78][cH:79]2)[c:80]2[cH:81][cH:82][cH:83][cH:84][cH:85]2)[cH:86][cH:87][cH:88][cH:89][cH:90]1>>[c:2]1(-[c:27]2[cH:28][cH:29][c:30]([F:31])[cH:32][cH:33]2)[cH:3][n:4]([CH2:20][CH2:21][O:22][CH3:23])[c:5](=[N:7][C:8](=[O:9])[C:10]23[CH2:11][CH:12]4[CH2:13][CH:14]([CH2:15][CH:16]([CH2:17]2)[CH2:18]4)[CH2:19]3)[s:6]1.